Dataset: the Open Reaction Database (ORD), a public repository of structured organic reaction records. Task: describe an organic reaction: reactants, conditions, products, and yield Starting materials: OCCCCCCCCCCCCCOc1ccc(Cl)cc1, ClCCl, CCOC(=O)c1ccc(O)cc1. Product: CCOC(=O)c1ccc(OCCCCCCCCCCCCCOc2ccc(Cl)cc2)cc1. Reaction SMILES: [Cl:1][c:2]1[cH:3][cH:4][c:5]([O:6][CH2:7][CH2:8][CH2:9][CH2:10][CH2:11][CH2:12][CH2:13][CH2:14][CH2:15][CH2:16][CH2:17][CH2:18][CH2:19][OH:20])[cH:21][cH:22]1.[Cl:35][CH2:36][Cl:37].[OH:23][c:24]1[cH:25][cH:26][c:27]([C:28](=[O:29])[O:30][CH2:31][CH3:32])[cH:33][cH:34]1>>[Cl:1][c:2]1[cH:3][cH:4][c:5]([O:6][CH2:7][CH2:8][CH2:9][CH2:10][CH2:11][CH2:12][CH2:13][CH2:14][CH2:15][CH2:16][CH2:17][CH2:18][CH2:19][O:20][c:24]2[cH:25][cH:26][c:27]([C:28](=[O:29])[O:30][CH2:31][CH3:32])[cH:33][cH:34]2)[cH:21][cH:22]1. Reactants: Oc1ccc(F)nc1, Cc1cc2c(C(F)(F)F)c(C#N)ccc2n1C(C)CO. Product: Cc1cc2c(C(F)(F)F)c(C#N)ccc2n1C(C)COc1ccc(F)nc1. RXN SMILES: [F:21][c:22]1[cH:23][cH:24][c:25]([OH:28])[cH:26][n:27]1.[OH:1][CH2:2][CH:3]([CH3:4])[n:5]1[c:6]([CH3:20])[cH:7][c:8]2[c:9]([C:16]([F:17])([F:18])[F:19])[c:10]([C:14]#[N:15])[cH:11][cH:12][c:13]12>>[O:1]([CH2:2][CH:3]([CH3:4])[n:5]1[c:6]([CH3:20])[cH:7][c:8]2[c:9]([C:16]([F:17])([F:18])[F:19])[c:10]([C:14]#[N:15])[cH:11][cH:12][c:13]12)[c:25]1[cH:24][cH:23][c:22]([F:21])[n:27][cH:26]1. Starting materials: CCO, Cc1ccccc1, COc1cc2nccc(Oc3ccc(N)cc3Cl)c2cc1OC, O=C(N=C=S)c1ccc([N+](=O)[O-])cc1. Yields the product COc1cc2nccc(Oc3ccc(NC(=S)NC(=O)c4ccc([N+](=O)[O-])cc4)cc3Cl)c2cc1OC. Reaction SMILES: [CH3:24][CH2:25][OH:26].[CH3:41][c:42]1[cH:43][cH:44][cH:45][cH:46][cH:47]1.[Cl:1][c:2]1[cH:3][c:4]([NH2:5])[cH:6][cH:7][c:8]1[O:9][c:10]1[cH:11][cH:12][n:13][c:14]2[cH:15][c:16]([O:22][CH3:23])[c:17]([O:20][CH3:21])[cH:18][c:19]12.[N+:27](=[O:28])([O-:29])[c:30]1[cH:31][cH:32][c:33]([C:36](=[O:37])[N:38]=[C:39]=[S:40])[cH:34][cH:35]1>>[Cl:1][c:2]1[cH:3][c:4]([NH:5][C:39]([NH:38][C:36]([c:33]2[cH:32][cH:31][c:30]([N+:27](=[O:28])[O-:29])[cH:35][cH:34]2)=[O:37])=[S:40])[cH:6][cH:7][c:8]1[O:9][c:10]1[cH:11][cH:12][n:13][c:14]2[cH:15][c:16]([O:22][CH3:23])[c:17]([O:20][CH3:21])[cH:18][c:19]12. Starting materials: [Na].NC1=C(C2=CC=C(C=CC2=C1C(=O)OCC)CC(NO)=O)C(=O)OCC (diethyl 2-amino-6-[(hydroxycarbamoyl)-methyl]-azulene-1,3-dicarboxylate sodium), ClCC(=O)N1CCCCC1 (N-chloroacetyl-piperidine), [I-].[Na+] (sodium iodide). The solvent is CO (methanol). Yields the product NC1=C(C2=CC=C(C=CC2=C1C(=O)OCC)CC(NOCC(N1CCCCC1)=O)=O)C(=O)OCC (Diethyl 2-amino-6-[(2-oxo-2-piperidin-1-yl-ethoxycarbamoyl)-methyl]-azulene-1,3-dicarboxylate). Reaction SMILES: [Na].[NH2:2][C:3]1[C:12]([C:13]([O:15][CH2:16][CH3:17])=[O:14])=[C:11]2[C:5](=[CH:6][CH:7]=[C:8]([CH2:18][C:19](=[O:22])[NH:20][OH:21])[CH:9]=[CH:10]2)[C:4]=1[C:23]([O:25][CH2:26][CH3:27])=[O:24].Cl[CH2:29][C:30]([N:32]1[CH2:37][CH2:36][CH2:35][CH2:34][CH2:33]1)=[O:31].[I-].[Na+]>CO>[NH2:2][C:3]1[C:12]([C:13]([O:15][CH2:16][CH3:17])=[O:14])=[C:11]2[C:5](=[CH:6][CH:7]=[C:8]([CH2:18][C:19](=[O:22])[NH:20][O:21][CH2:29][C:30](=[O:31])[N:32]3[CH2:37][CH2:36][CH2:35][CH2:34][CH2:33]3)[CH:9]=[CH:10]2)[C:4]=1[C:23]([O:25][CH2:26][CH3:27])=[O:24] |f:0.1,3.4,^1:0|. Procedure: A mixture of 0.96 g (2.5 mmol) of diethyl 2-amino-6-[(hydroxycarbamoyl)-methyl]-azulene-1,3-dicarboxylate sodium, 50 ml of methanol, 0.4 g (2.5 mmol) of N-chloroacetyl-piperidine and 20 mg of sodium iodide is heated at reflux for 20 hours. Thereafter, the mixture is concentrated and the residue is chromatographed on silica gel. Elution with isohexane: ethyl acetate 1:1 gives 0.42 g (35% of theory) of the title compound of m.p. 153-155° C. The reactants are O=C([O-])[O-], COC(=O)c1nn(CCN(C)C)c2nc3cc(OC)ccc3cc12, [K+], [K+]. The product is COc1ccc2cc3c(C(=O)O)nn(CCN(C)C)c3nc2c1. As a reaction SMILES: [C:25](=[O:26])([O-:27])[O-:28].[CH3:1][N:2]([CH2:3][CH2:4][n:5]1[n:6][c:7]([C:20](=[O:21])[O:22][CH3:23])[c:8]2[c:9]1[n:10][c:11]1[cH:12][c:13]([O:18][CH3:19])[cH:14][cH:15][c:16]1[cH:17]2)[CH3:24].[K+:29].[K+:30]>>[CH3:1][N:2]([CH2:3][CH2:4][n:5]1[n:6][c:7]([C:20](=[O:21])[OH:22])[c:8]2[c:9]1[n:10][c:11]1[cH:12][c:13]([O:18][CH3:19])[cH:14][cH:15][c:16]1[cH:17]2)[CH3:24]. Starting materials: C(C)N1CCC(CC1)=O (1-ethyl-4-oxopiperidine), CI (methyl iodide). Run in CC(=O)C (acetone). Product: [I-].C(C)[N+]1(CCC(CC1)=O)C (1- ethyl-1-methyl-4-oxopiperidinium iodide). The yield is 84.9%. RXN SMILES: [CH2:1]([N:3]1[CH2:8][CH2:7][C:6](=[O:9])[CH2:5][CH2:4]1)[CH3:2].[CH3:10][I:11]>CC(C)=O>[I-:11].[CH2:1]([N+:3]1([CH3:10])[CH2:8][CH2:7][C:6](=[O:9])[CH2:5][CH2:4]1)[CH3:2] |f:3.4|. Procedure: To a solution of 1-ethyl-4-oxopiperidine (25 g, 0.197 mol) in acetone (250 ml) at RT in a water bath was added methyl iodide (15.5 ml, 0.25 mol) at such a rate to keep the temperature below 30° C. The mixture was filtered and the precipitate washed with acetone and dried to yield 1- ethyl-1-methyl-4-oxopiperidinium iodide (45 g) (LC/MS: Rt 0.38, [M+H]+143). Starting materials: ClCC1=CC=C(OCC=2N=C(OC2C)C2=CC=CC=C2)C=C1 (4-(4-chloromethylphenoxymethyl)-5-methyl-2-phenyloxazole), BrC=1C=CC(=C(C1)CC(=O)OC)O (methyl 2-(5-bromo-2-hydroxyphenyl)acetate), CN(C=O)C (N,N-dimethylformamide), [H-].[Na+] (sodium hydride). Solvent: O (water). Conditions: time 15 hour. Yields the product BrC=1C=CC(=C(C1)CC(=O)OC)OCC1=CC=C(C=C1)OCC=1N=C(OC1C)C1=CC=CC=C1 (methyl 2-[5-bromo-2-[4-[(5-methyl-2-phenyl-4-oxazolyl)methoxy]benzyloxy]phenyl]acetate). Isolated yield 69.7%. RXN SMILES: Cl[CH2:2][C:3]1[CH:22]=[CH:21][C:6]([O:7][CH2:8][C:9]2[N:10]=[C:11]([C:15]3[CH:20]=[CH:19][CH:18]=[CH:17][CH:16]=3)[O:12][C:13]=2[CH3:14])=[CH:5][CH:4]=1.[Br:23][C:24]1[CH:25]=[CH:26][C:27]([OH:35])=[C:28]([CH2:30][C:31]([O:33][CH3:34])=[O:32])[CH:29]=1.CN(C)C=O.[H-].[Na+]>O>[Br:23][C:24]1[CH:25]=[CH:26][C:27]([O:35][CH2:2][C:3]2[CH:22]=[CH:21][C:6]([O:7][CH2:8][C:9]3[N:10]=[C:11]([C:15]4[CH:20]=[CH:19][CH:18]=[CH:17][CH:16]=4)[O:12][C:13]=3[CH3:14])=[CH:5][CH:4]=2)=[C:28]([CH2:30][C:31]([O:33][CH3:34])=[O:32])[CH:29]=1 |f:3.4|. Procedure details: To a mixture of 4-(4-chloromethylphenoxymethyl)-5-methyl-2-phenyloxazole (4.58 g), methyl 2-(5-bromo-2-hydroxyphenyl)acetate (3.0 g) and N,N-dimethylformamide (100 mL) was added sodium hydride (60%, oil, 0.54 g) under ice-cooling, and the mixture was stirred at room temperature for 15 hrs. The reaction mixture was poured into water and extracted with ethyl acetate. The organic layer was washed with saturated brine, and dried over anhydrous magnesium sulfate. After concentration of the organic la...